From a dataset of the Open Reaction Database (ORD), a public repository of structured organic reaction records. describe an organic reaction: reactants, conditions, products, and yield The reactants are N1C=C(C=2C1=NC=CC2)C=C2C(C(=C(O2)NC2=CC=C(C=C2)F)C(=O)OC)=O (Methyl 5-[(1H-pyrrolo[2,3-b]pyridin-3-yl)methylene]-2-[(4-fluorophenyl)amino]-4-oxo-4,5-dihydrofuran-3-carboxylate), C1(CC1)CO (cyclopropyl carbinol), Zn4(OCOCF3)6O. Reagents/catalysts: [Zn] (zinc). Solvent: CN(C(C)=O)C (N,N-dimethylacetamide). Product: N1C=C(C=2C1=NC=CC2)C=C2C(C(=C(O2)NC2=CC=C(C=C2)F)C(=O)OCC2CC2)=O (Cyclopropylmethyl 5-[(1H-pyrrolo[2,3-b]pyridin-3-yl)methylene]-2-[(4-fluorophenyl)amino]-4-oxo-4,5-dihydrofuran-3-carboxylate). Isolated yield 19.1%. RXN SMILES: [NH:1]1[C:5]2=[N:6][CH:7]=[CH:8][CH:9]=[C:4]2[C:3]([CH:10]=[C:11]2[O:15][C:14]([NH:16][C:17]3[CH:22]=[CH:21][C:20]([F:23])=[CH:19][CH:18]=3)=[C:13]([C:24]([O:26][CH3:27])=[O:25])[C:12]2=[O:28])=[CH:2]1.[CH:29]1(CO)[CH2:31][CH2:30]1>CN(C)C(=O)C.[Zn]>[NH:1]1[C:5]2=[N:6][CH:7]=[CH:8][CH:9]=[C:4]2[C:3]([CH:10]=[C:11]2[O:15][C:14]([NH:16][C:17]3[CH:18]=[CH:19][C:20]([F:23])=[CH:21][CH:22]=3)=[C:13]([C:24]([O:26][CH2:27][CH:29]3[CH2:31][CH2:30]3)=[O:25])[C:12]2=[O:28])=[CH:2]1. Procedure: Under a nitrogen atmosphere, a solution of the compound (0.038 g, 0.10 mmol) of Example 51, cyclopropyl carbinol (0.10 mL, 1.3 mmol) and zinc cluster catalyst (Zn4(OCOCF3)6O) (0.0019 g, 0.0020 mmol) in N,N-dimethylacetamide (0.9 mL) was stirred with the microwave synthesizer (Biotage Initiator™) at 150° C. for 30 min. Cooled to ambient temperature, the precipitate was removed by filtration. The filtrate was purified by preparative HPLC to afford the titled compound as solid (0.0080 g, y. 19%). Starting materials: C1CCOC1, CC(F)(F)c1nc2cc(S(=O)(=O)Cl)ccc2n1CC1CCOCC1, [H-], [Na+], O=Cc1cc[nH]c1. Yields the product CC(F)(F)c1nc2cc(S(=O)(=O)n3ccc(C=O)c3)ccc2n1CC1CCOCC1. Reaction SMILES: [CH2:34]1[O:35][CH2:36][CH2:37][CH2:38]1.[F:10][C:11]([CH3:12])([F:13])[c:14]1[n:15][c:16]2[c:17]([n:18]1[CH2:19][CH:20]1[CH2:21][CH2:22][O:23][CH2:24][CH2:25]1)[cH:26][cH:27][c:28]([S:30](=[O:31])(=[O:32])[Cl:33])[cH:29]2.[H-:1].[Na+:2].[nH:3]1[cH:4][c:5]([CH:8]=[O:9])[cH:6][cH:7]1>>[n:3]1([S:30]([c:28]2[cH:27][cH:26][c:17]3[c:16]([n:15][c:14]([C:11]([F:10])([CH3:12])[F:13])[n:18]3[CH2:19][CH:20]3[CH2:21][CH2:22][O:23][CH2:24][CH2:25]3)[cH:29]2)(=[O:31])=[O:32])[cH:4][c:5]([CH:8]=[O:9])[cH:6][cH:7]1.